Task: describe an organic reaction: reactants, conditions, products, and yield. Dataset: the Open Reaction Database (ORD), a public repository of structured organic reaction records The reactants are 1,1-dimethylethyl ester, [N+](=O)([O-])C1=C2C=COC(C2=CC=C1)=O (5-nitro-1H-isochromen-1-one), CN(C=O)C (N,N-dimethylformamide), C([O-])([O-])=O.[K+].[K+] (potassium carbonate), CN(C=O)C (N,N-dimethylformamide), CC(C)([O-])C.[K+] (potassium tert-butoxide), CN(C=O)C (N,N-dimethylformamide), Cl (hydrochloric acid), FC(C(=O)O)(F)F (trifluoroacetic acid). Run in C(C)(=O)O (acetic acid), O (water). Run at time 1 hour. Product: CC=1C(=C2C=COC(C2=CC1)=O)[N+](=O)[O-] (6-Methyl-5-nitro-1H-isochromen-1-one). As a reaction SMILES: [CH3:1]C(C)([O-])C.[K+].CN(C)C=O.[N+:12]([C:15]1[CH:24]=[CH:23][CH:22]=[C:21]2[C:16]=1[CH:17]=[CH:18][O:19][C:20]2=[O:25])([O-:14])=[O:13].FC(F)(F)C(O)=O.C(=O)([O-])[O-].[K+].[K+].Cl>O.C(O)(=O)C>[CH3:1][C:24]1[C:15]([N+:12]([O-:14])=[O:13])=[C:16]2[C:21](=[CH:22][CH:23]=1)[C:20](=[O:25])[O:19][CH:18]=[CH:17]2 |f:0.1,5.6.7|. Reported procedure: Alternatively, to a solution of potassium tert-butoxide (8.72 g, 0.0777 mol) in N,N-dimethylformamide (250 mL, 3.2 mol) was added a mixture of acetic acid, chloro-, 1,1-dimethylethyl ester (4.335 g, 0.02878 mol) and 5-nitro-1H-isochromen-1-one (5.0 g, 0.026 mol) in N,N-dimethylformamide (50 mL, 0.6 mol) at −20° C. After 1 h, the reaction was poured onto hydrochloric acid (16 mL) and water (35 mL). The aqueous solution was extracted with dichloromethane, washed with brine, dried over magnesium su... Reaction SMILES: [Br:2][c:3]1[cH:4][cH:5][c:6]2[cH:7][cH:8][nH:9][c:10]2[cH:11]1.[C:12]([Li:13])([CH3:14])([CH3:15])[CH3:16].[CH2:17]([CH3:18])[S:19][S:20][CH2:21][CH3:22].[CH2:23]1[O:24][CH2:25][CH2:26][CH2:27]1.[KH:1]>>[c:3]1([S:19][CH2:17][CH3:18])[cH:4][cH:5][c:6]2[cH:7][cH:8][nH:9][c:10]2[cH:11]1. The product is CCSc1ccc2cc[nH]c2c1. Starting materials: Brc1ccc2cc[nH]c2c1, [Li]C(C)(C)C, CCSSCC, C1CCOC1, [KH]. Reactants: CC(=O)O[BH-](OC(C)=O)OC(C)=O, NCC1CCN(CCn2c(=O)ccc3ccc(F)cc32)C1, [Na+], [Na+], [Na+], O=S(=O)([O-])[O-], O=Cc1ccc2c(n1)NC(=O)CO2. The product is O=C1COc2ccc(CNCC3CCN(CCn4c(=O)ccc5ccc(F)cc54)C3)nc2N1. As a reaction SMILES: [C:42]([O:43][BH-:44]([O:45][C:46](=[O:47])[CH3:48])[O:49][C:50](=[O:51])[CH3:52])(=[O:53])[CH3:54].[NH2:1][CH2:2][CH:3]1[CH2:4][N:5]([CH2:8][CH2:9][n:10]2[c:11](=[O:21])[cH:12][cH:13][c:14]3[cH:15][cH:16][c:17]([F:20])[cH:18][c:19]23)[CH2:6][CH2:7]1.[Na+:35].[Na+:36].[Na+:55].[O-:37][S:38]([O-:39])(=[O:40])=[O:41].[O:22]=[C:23]1[NH:24][c:25]2[c:26]([cH:29][cH:30][c:31]([CH:33]=[O:34])[n:32]2)[O:27][CH2:28]1>>[NH:1]([CH2:2][CH:3]1[CH2:4][N:5]([CH2:8][CH2:9][n:10]2[c:11](=[O:21])[cH:12][cH:13][c:14]3[cH:15][cH:16][c:17]([F:20])[cH:18][c:19]23)[CH2:6][CH2:7]1)[CH2:33][c:31]1[cH:30][cH:29][c:26]2[c:25]([n:32]1)[NH:24][C:23](=[O:22])[CH2:28][O:27]2. Reactants: ClC1=CC(=NC=N1)NC1=CC=C(C=C1)P(=O)(C)C (6-chloro-N-[4-(dimethylphosphoryl)phenyl]pyrimidin-4-amine), CC=1C=C(N)C=C(C1)C (3,5-dimethylaniline). Yields the product CC=1C=C(C=C(C1)C)NC1=NC=NC(=C1)NC1=CC=C(C=C1)P(=O)(C)C (N-(3,5-dimethylphenyl)-N′-[4-(dimethylphosphoryl)phenyl]pyrimidine-4,6-diamine). RXN SMILES: Cl[C:2]1[N:7]=[CH:6][N:5]=[C:4]([NH:8][C:9]2[CH:14]=[CH:13][C:12]([P:15]([CH3:18])([CH3:17])=[O:16])=[CH:11][CH:10]=2)[CH:3]=1.[CH3:19][C:20]1[CH:21]=[C:22]([CH:24]=[C:25]([CH3:27])[CH:26]=1)[NH2:23]>>[CH3:19][C:20]1[CH:21]=[C:22]([NH:23][C:2]2[CH:3]=[C:4]([NH:8][C:9]3[CH:14]=[CH:13][C:12]([P:15]([CH3:18])([CH3:17])=[O:16])=[CH:11][CH:10]=3)[N:5]=[CH:6][N:7]=2)[CH:24]=[C:25]([CH3:27])[CH:26]=1. Reported procedure: The compound is prepared as in Example 59 by reacting 6-chloro-N-[4-(dimethylphosphoryl)phenyl]pyrimidin-4-amine with 3,5-dimethylaniline. The reactants are C(C=C)NC1=NC(=NC(=N1)NCC=C)Cl (2,4-bis-allylamino-6-chloro-1,3,5-triazine), CC1(NC(CC(C1)CCN)(C)C)C (2-(2,2,6,6-tetramethylpiperid-4-yl)-ethylamine), sodium hydroxides. Solvent: C=1(C(=CC=CC1)C)C (xylene). Yields the product C(C=C)NC1=NC(=NC(=N1)NCC=C)NCCC1CC(NC(C1)(C)C)(C)C (2,4-bis-allylamino-6-[2-(2,2,6,6-tetramethylpiperid-4-yl)-ethylamino]-1,3,5-triazine). RXN SMILES: [CH2:1]([NH:4][C:5]1[N:10]=[C:9]([NH:11][CH2:12][CH:13]=[CH2:14])[N:8]=[C:7](Cl)[N:6]=1)[CH:2]=[CH2:3].[CH3:16][C:17]1([CH3:28])[CH2:22][CH:21]([CH2:23][CH2:24][NH2:25])[CH2:20][C:19]([CH3:27])([CH3:26])[NH:18]1>C1(C)C(C)=CC=CC=1>[CH2:1]([NH:4][C:5]1[N:10]=[C:9]([NH:11][CH2:12][CH:13]=[CH2:14])[N:8]=[C:7]([NH:25][CH2:24][CH2:23][CH:21]2[CH2:22][C:17]([CH3:28])([CH3:16])[NH:18][C:19]([CH3:27])([CH3:26])[CH2:20]2)[N:6]=1)[CH:2]=[CH2:3]. Reported procedure: 18.05 g (0.08 mole) of 2,4-bis-allylamino-6-chloro-1,3,5-triazine and 14.74 g (0.08 mole) of 2-(2,2,6,6-tetramethylpiperid-4-yl)-ethylamine in 130 ml of xylene are heated at reflux temperature for 4 hours, while stirring. 3.5 g (0.088 mole) of finely powdered sodium hydroxides are then added to the reaction mixture in 4 portions over a period of 4 hours, and the mixture is kept at reflux temperature overnight. The reaction mixture is then freed from the precipitated sodium chloride by filtration... Reactants: C(C1=CC=CC=C1)N(CCO)CC1=NC=C(N=C1Cl)N(C(C)C)CC1=CC=CC=C1 (2-[benzyl({5-[benzyl(1-methylethyl)amino]-3-chloropyrazin-2-yl}methyl)amino]ethanol), CC(C)([O-])C.[K+] (potassium tert-butoxide), O (Water). Run in CN(C)C=O (DMF). Conditions: time 2 hour. The product is C(C1=CC=CC=C1)N(C1=NC2=C(CN(CCO2)CC2=CC=CC=C2)N=C1)C(C)C (N,8-dibenzyl-N-(1-methylethyl)-6,7,8,9-tetrahydropyrazino[2,3-f][1,4]oxazepin-3-amine). Isolated yield 84.0%. As a reaction SMILES: [CH2:1]([N:8]([CH2:12][C:13]1[C:18](Cl)=[N:17][C:16]([N:20]([CH2:24][C:25]2[CH:30]=[CH:29][CH:28]=[CH:27][CH:26]=2)[CH:21]([CH3:23])[CH3:22])=[CH:15][N:14]=1)[CH2:9][CH2:10][OH:11])[C:2]1[CH:7]=[CH:6][CH:5]=[CH:4][CH:3]=1.CC(C)([O-])C.[K+].O>CN(C=O)C>[CH2:24]([N:20]([CH:21]([CH3:23])[CH3:22])[C:16]1[CH:15]=[N:14][C:13]2[CH2:12][N:8]([CH2:1][C:2]3[CH:7]=[CH:6][CH:5]=[CH:4][CH:3]=3)[CH2:9][CH2:10][O:11][C:18]=2[N:17]=1)[C:25]1[CH:30]=[CH:29][CH:28]=[CH:27][CH:26]=1 |f:1.2|. Reported procedure: To a solution of 2-[benzyl({5-[benzyl(1-methylethyl)amino]-3-chloropyrazin-2-yl}methyl)amino]ethanol (3.32 g) in DMF (12 mL) was added potassium tert-butoxide (1.05 g) at 0° C., and the mixture was stirred for 2 hr. Water (10 mL) was added, and the mixture was extracted with ethyl acetate. The aqueous layer was extracted again with ethyl acetate. The combined organic layer was washed with water and saturated brine, dried over magnesium sulfate, and concentrated. The residue was purified by silic... The reactants are COCCN(C(=O)c1cc(Cl)cc(OCCN(C(=O)OC(C)(C)C)c2ccncc2)c1)C(C)C, ClCCl, O=C(O)C(F)(F)F. The product is COCCN(C(=O)c1cc(Cl)cc(OCCNc2ccncc2)c1)C(C)C. RXN SMILES: [C:1]([O:2][C:3](=[O:4])[N:7]([c:8]1[cH:9][cH:10][n:11][cH:12][cH:13]1)[CH2:14][CH2:15][O:16][c:17]1[cH:18][c:19]([Cl:33])[cH:20][c:21]([C:23]([N:24]([CH2:25][CH2:26][O:27][CH3:28])[CH:29]([CH3:30])[CH3:31])=[O:32])[cH:22]1)([CH3:5])([CH3:6])[CH3:34].[Cl:42][CH2:43][Cl:44].[OH:35][C:36]([C:37]([F:38])([F:39])[F:40])=[O:41]>>[NH:7]([c:8]1[cH:9][cH:10][n:11][cH:12][cH:13]1)[CH2:14][CH2:15][O:16][c:17]1[cH:18][c:19]([Cl:33])[cH:20][c:21]([C:23]([N:24]([CH2:25][CH2:26][O:27][CH3:28])[CH:29]([CH3:30])[CH3:31])=[O:32])[cH:22]1.